Dataset: the Open Reaction Database (ORD), a public repository of structured organic reaction records. Task: describe an organic reaction: reactants, conditions, products, and yield Reactants: BrCC1=NC2=C(N1C)C=CC=C2 (2-(bromomethyl)-1-methyl-1H-benzoimidazole), 5,6-dihydrospiro[benzo[1,2-b:5,4-b′]difuran-3,3′-indol]-2″(1′H)-one, BrCC1OCCCC1 (2-(bromomethyl)tetrahydro-2H-pyran), N1C(C2(C3=CC=CC=C13)COC1=CC3=C(OCCO3)C=C12)=O (2,3-dihydrospiro[furo[2,3-g][1,4]benzodioxine-8,3′-indol]-2′(1′H)-one). Product: CN1C(=NC2=C1C=CC=C2)CN2C(C1(C3=CC=CC=C23)COC2=CC3=C(OCCO3)C=C21)=O (1′-[(1-methyl-1H-benzimidazol-2-yl)methyl]-2,3-dihydrospiro[furo[2,3-g][1,4]benzodioxine-8,3′-indol]-2′(1′H)-one). Reaction SMILES: Br[CH2:2][C:3]1[N:7]([CH3:8])[C:6]2[CH:9]=[CH:10][CH:11]=[CH:12][C:5]=2[N:4]=1.BrCC1CCCCO1.[NH:21]1[C:29]2[C:24](=[CH:25][CH:26]=[CH:27][CH:28]=2)[C:23]2([C:41]3[C:32](=[CH:33][C:34]4[O:39][CH2:38][CH2:37][O:36][C:35]=4[CH:40]=3)[O:31][CH2:30]2)[C:22]1=[O:42]>>[CH3:8][N:7]1[C:6]2[CH:9]=[CH:10][CH:11]=[CH:12][C:5]=2[N:4]=[C:3]1[CH2:2][N:21]1[C:29]2[C:24](=[CH:25][CH:26]=[CH:27][CH:28]=2)[C:23]2([C:41]3[C:32](=[CH:33][C:34]4[O:39][CH2:38][CH2:37][O:36][C:35]=4[CH:40]=3)[O:31][CH2:30]2)[C:22]1=[O:42]. Reported procedure: Following the procedure as described in EXAMPLE 4 and making non-critical variations using 2-(bromomethyl)-1-methyl-1H-benzoimidazole to replace 2-(bromomethyl)tetrahydro-2H-pyran, and 2,3-dihydrospiro[furo[2,3-g][1,4]benzodioxine-8,3′-indol]-2′(1′H)-one to replace 5,6-dihydrospiro[benzo[1,2-b:5,4-b′]difuran-3,3′-indol]-2″(1′H)-one, 1′-[(1-methyl-1H-benzimidazol-2-yl)methyl]-2,3-dihydrospiro[furo[2,3-g][1,4]benzodioxine-8,3′-indol]-2′(1′H)-one was obtained (20%) as a colorless solid: mp>240° C.;... Reaction SMILES: [Br:1][C:2]1[CH:7]=[C:6]([F:8])[C:5]([N:9]=[N:10][N:11]2[CH2:15][CH2:14][CH2:13][CH2:12]2)=[C:4]([F:16])[CH:3]=1.C([N-]C(C)C)(C)C.CN([CH:27]=[O:28])C.O>C1COCC1>[Br:1][C:2]1[C:3]([CH:27]=[O:28])=[C:4]([F:16])[C:5]([N:9]=[N:10][N:11]2[CH2:12][CH2:13][CH2:14][CH2:15]2)=[C:6]([F:8])[CH:7]=1. The yield is 99.0%. The solvent is C1CCOC1 (THF). Product: BrC1=CC(=C(C(=C1C=O)F)N=NN1CCCC1)F (6-bromo-2,4-difluoro-3-(pyrrolidin-1-ylazo)-benzaldehyde). Conditions: temperature -78 celsius, time 1 hour. Procedure: In a 200 ml three necked flask fitted with a magnetic stirrer, under inert atmosphere, (4-bromo-2,6-difluoro-phenyl)-pyrrolidin-1-yl-diazene a8 (6.06 g, 0.021 mol.) in THF (50 ml) is added to a solution of diisopropylamide (2 M in THF, 12.5 ml) cooled at −78° C. After 2 h at this temperature, dry DMF (3.2 ml) is added to the green solution. After 1 h, it is poured into water (200 ml), extracted with ether (3×200 ml) and the organic phase is dried over MgSO4, filtered and concentrated in vacuo to... Reactants: CN(C)C=O (DMF), O (water), three, BrC1=CC(=C(C(=C1)F)N=NN1CCCC1)F ((4-Bromo-2,6-difluoro-phenyl)-pyrrolidin-1-yl-diazene), C(C)(C)[N-]C(C)C (diisopropylamide). The reactants are C1CCC(CC1)N=C=NC2CCCCC2 (DCC), C(C)(C)(C)OC(CC(CCCCCCCCCCCCCCC)O)=O (3-hydroxyoctadecanoic acid tert-butyl ester), C(CCCCCCC)(=O)NCC(=O)NCC(=O)O (N-octanoylglycylglycine). The reagents and catalysts are CN(C)C=1C=CN=CC1 (DMAP). Run in C(Cl)Cl (methylenechloride). Yields the product C(C)(C)(C)OC(CC(CCCCCCCCCCCCCCC)OC(CNC(CNC(CCCCCCC)=O)=O)=O)=O (3-(N-octanoylglycylglycyloxy)octadecanoic acid tert-butyl ester). Yield: 29.6%. Reaction SMILES: [C:1]([O:5][C:6](=[O:25])[CH2:7][CH:8]([OH:24])[CH2:9][CH2:10][CH2:11][CH2:12][CH2:13][CH2:14][CH2:15][CH2:16][CH2:17][CH2:18][CH2:19][CH2:20][CH2:21][CH2:22][CH3:23])([CH3:4])([CH3:3])[CH3:2].[C:26]([NH:35][CH2:36][C:37]([NH:39][CH2:40][C:41](O)=[O:42])=[O:38])(=[O:34])[CH2:27][CH2:28][CH2:29][CH2:30][CH2:31][CH2:32][CH3:33].C1CCC(N=C=NC2CCCCC2)CC1>CN(C1C=CN=CC=1)C.C(Cl)Cl>[C:1]([O:5][C:6](=[O:25])[CH2:7][CH:8]([O:24][C:41](=[O:42])[CH2:40][NH:39][C:37](=[O:38])[CH2:36][NH:35][C:26](=[O:34])[CH2:27][CH2:28][CH2:29][CH2:30][CH2:31][CH2:32][CH3:33])[CH2:9][CH2:10][CH2:11][CH2:12][CH2:13][CH2:14][CH2:15][CH2:16][CH2:17][CH2:18][CH2:19][CH2:20][CH2:21][CH2:22][CH3:23])([CH3:2])([CH3:4])[CH3:3]. Procedure details: 1.96 g of 3-hydroxyoctadecanoic acid tert-butyl ester and 1.43 g of N-octanoylglycylglycine were mixed with 40 ml of methylenechloride. By following the same procedure as in Example 23-(i) after adding 60 mg of DMAP and 1.14 g of DCC, 970 mg of 3-(N-octanoylglycylglycyloxy)octadecanoic acid tert-butyl ester was obtained. Starting materials: COc1cccc(N=C=O)c1, COC(=O)C(Cc1cccc(CO)c1)C(=O)OC. The product is COC(=O)C(Cc1cccc(COC(=O)Nc2cccc(OC)c2)c1)C(=O)OC. Reaction SMILES: [CH3:19][O:20][c:21]1[cH:22][c:23]([N:27]=[C:28]=[O:29])[cH:24][cH:25][cH:26]1.[OH:1][CH2:2][c:3]1[cH:4][c:5]([CH2:6][CH:7]([C:8](=[O:9])[O:10][CH3:11])[C:12](=[O:13])[O:14][CH3:15])[cH:16][cH:17][cH:18]1>>[O:1]([CH2:2][c:3]1[cH:4][c:5]([CH2:6][CH:7]([C:8](=[O:9])[O:10][CH3:11])[C:12](=[O:13])[O:14][CH3:15])[cH:16][cH:17][cH:18]1)[C:28]([NH:27][c:23]1[cH:22][c:21]([O:20][CH3:19])[cH:26][cH:25][cH:24]1)=[O:29]. Starting materials: C(\C=C/CO)O (cis-2-butene-1,4-diol), Cl.C(C1=CC=CC=C1)NO (N-benzylhydroxylamine hydrochloride), C(C)(=O)[O-].[Na+] (sodium acetate), C=O (formaldehyde). Run in C(C)O (ethanol). Conditions: time 30 minute. Yields the product C(C1=CC=CC=C1)N1OC(C(C1)CO)CO (((4RS,5RS)-2-benzylisoxazolidine-4,5-diyl)dimethanol). Reaction SMILES: Cl.[CH2:2]([NH:9][OH:10])[C:3]1[CH:8]=[CH:7][CH:6]=[CH:5][CH:4]=1.[C:11]([O-:14])(=O)[CH3:12].[Na+].C=O.C(O)/[CH:19]=[CH:20]\[CH2:21][OH:22]>C(O)C>[CH2:2]([N:9]1[CH2:19][CH:20]([CH2:21][OH:22])[CH:12]([CH2:11][OH:14])[O:10]1)[C:3]1[CH:8]=[CH:7][CH:6]=[CH:5][CH:4]=1 |f:0.1,2.3|. Reported procedure: A mixture of N-benzylhydroxylamine hydrochloride (13.59 g, 85.15 mmol) and sodium acetate (9.31 g, 114 mmol) were stirred together in ethanol (75 mL) at rt for 15 mins. Aqueous 37% formaldehyde solution (12.68 ml, 170 mmol) was added and stirring continued for 30 mins, then cis-2-butene-1,4-diol (4.67 ml, 56.8 mmol) added and the mixture heated under reflux for 16 h. The solvent was evaporated and the residue dissolved in CHCl3 and washed with aq. sat. NaHCO3, dried (MgSO4) and the solvent evapo... Reactants: BrC1=NC=C(C=C1)Br (2,5-Dibromopyridine), [N-]=[N+]=[N-].[Na+] (sodium azide), [NH4+].[Cl-] (NH4Cl). Solvent: CN(C)C=O (DMF), CCOC(=O)C (EtOAc). Product: BrC1=CC=CC=2N1N=NN2 (5-Bromo-tetrazolo[4.5-a]pyridine). Yield: 25.4%. As a reaction SMILES: [Br:1][C:2]1[CH:7]=[CH:6][C:5](Br)=[CH:4][N:3]=1.[N-:9]=[N+:10]=[N-:11].[Na+].[NH4+].[Cl-]>CN(C=O)C.CCOC(C)=O>[Br:1][C:2]1[N:3]2[N:9]=[N:10][N:11]=[C:4]2[CH:5]=[CH:6][CH:7]=1 |f:1.2,3.4|. Reported procedure: 2,5-Dibromopyridine (1.0 g, 4.2 mmol), sodium azide (412 mg, 6.3 mmol) and NH4Cl (339 mg, 6.3 mmol) were heated in 20 mL DMF to 100° C. for 16 h. The mixture was diluted with 150 mL EtOAc, washed with H2O (2×) and sat'd NaCl then dried over Na2SO4 and concentrated. Flash chromatography (30 g silica, 2/1 hexane/EtOAc eluant) afforded 212 mg (25%) of the title compound. The reactants are Cc1oc(-c2ccccc2)nc1COc1ccc(O)cc1, CN(C)C=O, CCOC(=O)c1cccnc1CCl, [H-], [Na+], O. The product is CCOC(=O)c1cccnc1COc1ccc(OCc2nc(-c3ccccc3)oc2C)cc1. Reaction SMILES: [CH3:1][c:2]1[c:3]([CH2:13][O:14][c:15]2[cH:16][cH:17][c:18]([OH:21])[cH:19][cH:20]2)[n:4][c:5](-[c:7]2[cH:8][cH:9][cH:10][cH:11][cH:12]2)[o:6]1.[CH3:35][N:36]([CH3:37])[CH:38]=[O:39].[Cl:22][CH2:23][c:24]1[c:25]([C:26](=[O:27])[O:28][CH2:29][CH3:30])[cH:31][cH:32][cH:33][n:34]1.[H-:40].[Na+:41].[OH2:42]>>[CH3:1][c:2]1[c:3]([CH2:13][O:14][c:15]2[cH:16][cH:17][c:18]([O:21][CH2:23][c:24]3[c:25]([C:26](=[O:27])[O:28][CH2:29][CH3:30])[cH:31][cH:32][cH:33][n:34]3)[cH:19][cH:20]2)[n:4][c:5](-[c:7]2[cH:8][cH:9][cH:10][cH:11][cH:12]2)[o:6]1. Starting materials: COC=1C=C(C=C(C1OC)OC)C(C(=O)O)CCC(C(=O)O)C1=CC(=C(C(=C1)OC)OC)OC (α,α'-bis(3,4,5-trimethoxyphenyl)adipic acid). Run in C(C)(=O)OC(C)=O (acetic anhydride). Run at temperature 150 celsius, time 8 hour. Product: COC=1C=C(C=C(C1OC)OC)[C@@H]1C([C@H](CC1)C1=CC(=C(C(=C1)OC)OC)OC)=O (trans-2,5-bis(3,4,5-trimethoxyphenyl)cyclopentanone). Yield: 63.7%. Reaction SMILES: [CH3:1][O:2][C:3]1[CH:4]=[C:5]([CH:13]([CH2:17][CH2:18][CH:19]([C:23]2[CH:28]=[C:27]([O:29][CH3:30])[C:26]([O:31][CH3:32])=[C:25]([O:33][CH3:34])[CH:24]=2)C(O)=O)[C:14](O)=[O:15])[CH:6]=[C:7]([O:11][CH3:12])[C:8]=1[O:9][CH3:10]>C(OC(=O)C)(=O)C>[CH3:12][O:11][C:7]1[CH:6]=[C:5]([C@H:13]2[CH2:17][CH2:18][C@H:19]([C:23]3[CH:24]=[C:25]([O:33][CH3:34])[C:26]([O:31][CH3:32])=[C:27]([O:29][CH3:30])[CH:28]=3)[C:14]2=[O:15])[CH:4]=[C:3]([O:2][CH3:1])[C:8]=1[O:9][CH3:10]. Procedure: A mixture of α,α'-bis(3,4,5-trimethoxyphenyl)adipic acid (10 g, 21 mmoles) and acetic anhydride (30 ml) was heated at 150° C. for 30 minutes. Acetic acid and anhydride were removed in vacuo. The flask containing the solid residue was fitted with a distillation head and while under vacuum (~150 mm) was placed in an oil bath heated to 287° C. The solid melted; there was a vigorous evolution of gas and about 5 ml of liquid distilled. After 6.5 minutes the flask was cooled rapidly with a water bath.... Reactants: CC1(C(N(C2=CC=CC(=C12)[N+](=O)[O-])CC(=O)OCC)=S)CC(=O)OCC ((±)-Diethyl 2,2′-(3-methyl-4-nitro-2-thioxo-2,3-dihydro-1H-indole-1,3-diyl)diacetate). Reagents/catalysts: [Ni] (Raney nickel). Run in C1CCOC1 (THF). Reaction conditions: time 10 minute. Product: NC1=C2C(CN(C2=CC=C1)CC(=O)OCC)(C)CC(=O)OCC ((±)-Diethyl 2,2′-(4-amino-3-methyl-2,3-dihydro-1H-indole-1,3-diyl)diacetate). As a reaction SMILES: [CH3:1][C:2]1([CH2:21][C:22]([O:24][CH2:25][CH3:26])=[O:23])[C:10]2[C:5](=[CH:6][CH:7]=[CH:8][C:9]=2[N+:11]([O-])=O)[N:4]([CH2:14][C:15]([O:17][CH2:18][CH3:19])=[O:16])[C:3]1=S>C1COCC1.[Ni]>[NH2:11][C:9]1[CH:8]=[CH:7][CH:6]=[C:5]2[C:10]=1[C:2]([CH2:21][C:22]([O:24][CH2:25][CH3:26])=[O:23])([CH3:1])[CH2:3][N:4]2[CH2:14][C:15]([O:17][CH2:18][CH3:19])=[O:16]. Procedure details: To a solution of (±)-diethyl 2,2′-(3-methyl-4-nitro-2-thioxo-2,3-dihydro-1H-indole-1,3-diyl)diacetate from Step C (900 mg, 6.31 mmol) in THF (40 mL) was added activated Raney nickel (ca. 4 g) and the reaction mixture was stirred at ambient temperature for 10 min. The reaction mixture was filtered through a pad of Celite, washing with THF. EtOAc (100 mL) was added to the filtrate and the mixture was concentrated under reduced pressure to a volume of about 100 mL. This mixture was diluted with EtO... Reactants: O=S1(N(CCC1)C1(CC1)C1=CC=C(C(=O)O)C=C1)=O (4-[1-(1,1-dioxo-1λ6-isothiazolidin-2-yl)cyclopropyl]benzoic acid), C1(CC1)C=1C=C(C(=NC1)N1CCNCC1)C (1-(5-cyclopropyl-3-methylpyridin-2-yl)piperazine). Product: C1(CC1)C=1C=C(C(=NC1)N1CCN(CC1)C(=O)C1=CC=C(C=C1)C1(CC1)N1S(CCC1)(=O)=O)C ([4-(5-cyclopropyl-3-methylpyridin-2-yl)piperazin-1-yl] {4-[1-(1,1-dioxo-1λ6-isothiazolidin-2-yl)cyclopropyl]phenyl}methanone). Yield: 32.8%. As a reaction SMILES: [O:1]=[S:2]1(=[O:19])[CH2:6][CH2:5][CH2:4][N:3]1[C:7]1([C:10]2[CH:18]=[CH:17][C:13]([C:14](O)=[O:15])=[CH:12][CH:11]=2)[CH2:9][CH2:8]1.[CH:20]1([C:23]2[CH:24]=[C:25]([CH3:35])[C:26]([N:29]3[CH2:34][CH2:33][NH:32][CH2:31][CH2:30]3)=[N:27][CH:28]=2)[CH2:22][CH2:21]1>>[CH:20]1([C:23]2[CH:24]=[C:25]([CH3:35])[C:26]([N:29]3[CH2:30][CH2:31][N:32]([C:14]([C:13]4[CH:17]=[CH:18][C:10]([C:7]5([N:3]6[CH2:4][CH2:5][CH2:6][S:2]6(=[O:19])=[O:1])[CH2:9][CH2:8]5)=[CH:11][CH:12]=4)=[O:15])[CH2:33][CH2:34]3)=[N:27][CH:28]=2)[CH2:22][CH2:21]1. Procedure details: Using 4-[1-(1,1-dioxo-1λ6-isothiazolidin-2-yl)cyclopropyl]benzoic acid (141 mg) described in Preparation Example 31 and 1-(5-cyclopropyl-3-methylpyridin-2-yl)piperazine (114 mg) described in Preparation Example 83 and by the reaction and treatment in the same manner as in Example 87, the title compound (79 mg) was obtained.